describe an organic reaction: reactants, conditions, products, and yield From a dataset of the Open Reaction Database (ORD), a public repository of structured organic reaction records. Reactants: C1(=CC=CC=C1)[C@@H](C)N[C@H]1[C@H](CC2(OCCO2)CC1)C(=O)OCC ((7S,8R)-Ethyl 8-((R)-1-phenylethylamino)-1,4-dioxaspiro[4.5]decane-7-carboxylate), O.C1(=CC=C(C=C1)S(=O)(=O)O)C (p-toluenesulfonic acid-monohydrate), CCOCC (Et2O). The solvent is C(C)(=O)OCC (ethyl acetate). Product: C1(=CC=CC=C1)[C@@H](C)N[C@H]1[C@H](CC2(OCCO2)CC1)C(=O)OCC ((7S,8R)-ethyl 8-((R)-1-phenylethylamino)-1,4-dioxaspiro[4.5]decane-7-carboxylate), C1(=CC=C(C=C1)S(=O)(=O)O)C (p-toluenesulfonic acid). Isolated yield 87.1%. Reaction SMILES: [C:1]1([C@H:7]([NH:9][C@@H:10]2[CH2:19][CH2:18][C:13]3([O:17][CH2:16][CH2:15][O:14]3)[CH2:12][C@@H:11]2[C:20]([O:22][CH2:23][CH3:24])=[O:21])[CH3:8])[CH:6]=[CH:5][CH:4]=[CH:3][CH:2]=1.CCOCC.O.[C:31]1([CH3:41])[CH:36]=[CH:35][C:34]([S:37]([OH:40])(=[O:39])=[O:38])=[CH:33][CH:32]=1>C(OCC)(=O)C>[C:1]1([C@H:7]([NH:9][C@@H:10]2[CH2:19][CH2:18][C:13]3([O:17][CH2:16][CH2:15][O:14]3)[CH2:12][C@@H:11]2[C:20]([O:22][CH2:23][CH3:24])=[O:21])[CH3:8])[CH:6]=[CH:5][CH:4]=[CH:3][CH:2]=1.[C:31]1([CH3:41])[CH:32]=[CH:33][C:34]([S:37]([OH:40])(=[O:38])=[O:39])=[CH:35][CH:36]=1 |f:2.3|. Procedure: (7S,8R)-Ethyl 8-((R)-1-phenylethylamino)-1,4-dioxaspiro[4.5]decane-7-carboxylate (7.80 g, 23.39 mmol) was dissolved in ethyl acetate (40 mL) at 25° C. with stirring. Et2O (40 mL) was then added followed by the addition of p-toluenesulfonic acid-monohydrate (4.45 g, 23.39 mmol) in one portion. Precipitation occurred almost immediately. The mixture was stirred for ½ hour, after which the precipitate was collected by filteration. The solids were rinsed with Et2O and then dried under high vacuum to ... Reactants: CCC(C)CCCCC(=O)N[C@@H](CCN)C(=O)N[C@@H]([C@@H](C)O)C(=O)N[C@@H](CCN)C(=O)N[C@H]1CCNC(=O)[C@@H](NC(=O)[C@@H](NC(=O)[C@@H](NC(=O)[C@@H](NC(=O)[C@H](NC(=O)[C@H](NC1=O)CCN)CC=2C=CC=CC2)CC(C)C)CCN)CCN)[C@@H](C)O.OS(=O)(=O)O (Polymyxin B sulfate), [O-2].[Mg+2] (magnesium oxide). Run in O (water). Conditions: time 5 hour. Product: CCC(C)CCCCC(=O)N[C@@H](CCN)C(=O)N[C@@H]([C@@H](C)O)C(=O)N[C@@H](CCN)C(=O)N[C@H]1CCNC(=O)[C@@H](NC(=O)[C@@H](NC(=O)[C@@H](NC(=O)[C@@H](NC(=O)[C@H](NC(=O)[C@H](NC1=O)CCN)CC=2C=CC=CC2)CC(C)C)CCN)CCN)[C@@H](C)O (Polymyxin B). Reaction SMILES: [CH3:1][CH2:2][CH:3]([CH2:5][CH2:6][CH2:7][CH2:8][C:9]([NH:11][C@H:12]([C:16]([NH:18][C@H:19]([C:23]([NH:25][C@H:26]([C:30]([NH:32][C@@H:33]1[C:61](=[O:62])[NH:60][C@H:59]([CH2:63][CH2:64][NH2:65])[C:57](=[O:58])[NH:56][C@H:55]([CH2:66][C:67]2[CH:68]=[CH:69][CH:70]=[CH:71][CH:72]=2)[C:53](=[O:54])[NH:52][C@@H:51]([CH2:73][CH:74]([CH3:76])[CH3:75])[C:49](=[O:50])[NH:48][C@@H:47]([CH2:77][CH2:78][NH2:79])[C:45](=[O:46])[NH:44][C@@H:43]([CH2:80][CH2:81][NH2:82])[C:41](=[O:42])[NH:40][C@@H:39]([C@H:83]([OH:85])[CH3:84])[C:37](=[O:38])[NH:36][CH2:35][CH2:34]1)=[O:31])[CH2:27][CH2:28][NH2:29])=[O:24])[C@H:20]([OH:22])[CH3:21])=[O:17])[CH2:13][CH2:14][NH2:15])=[O:10])[CH3:4].OS(O)(=O)=O.[O-2].[Mg+2]>O>[CH3:1][CH2:2][CH:3]([CH2:5][CH2:6][CH2:7][CH2:8][C:9]([NH:11][C@H:12]([C:16]([NH:18][C@H:19]([C:23]([NH:25][C@H:26]([C:30]([NH:32][C@@H:33]1[C:61](=[O:62])[NH:60][C@H:59]([CH2:63][CH2:64][NH2:65])[C:57](=[O:58])[NH:56][C@H:55]([CH2:66][C:67]2[CH:68]=[CH:69][CH:70]=[CH:71][CH:72]=2)[C:53](=[O:54])[NH:52][C@@H:51]([CH2:73][CH:74]([CH3:76])[CH3:75])[C:49](=[O:50])[NH:48][C@@H:47]([CH2:77][CH2:78][NH2:79])[C:45](=[O:46])[NH:44][C@@H:43]([CH2:80][CH2:81][NH2:82])[C:41](=[O:42])[NH:40][C@@H:39]([C@H:83]([OH:85])[CH3:84])[C:37](=[O:38])[NH:36][CH2:35][CH2:34]1)=[O:31])[CH2:27][CH2:28][NH2:29])=[O:24])[C@H:20]([OH:22])[CH3:21])=[O:17])[CH2:13][CH2:14][NH2:15])=[O:10])[CH3:4] |f:0.1,2.3|. Reported procedure: 4.8 g of Polymyxin B sulfate (purchased from Sigma Chemicl Co.; 8000 units/mg) were dissolved in 600 ml water and 25 g of Fiber A were added therein, followed by 5 hours shaking. Then 1.5 g of magnesium oxide were added thereto, followed by 12 hours shaking at room temperature. Thereafter, the fiber was taken out from the mother liquor, packed in a column and washed with 4800 ml of 0.1 N-hydrochloric acid. Polymyxin B-fixed fiber (Fiber D) was obtained. The amount of fixed Polymyxin on Fiber D w... The reactants are N[C@H]1CN(CC1)C1=NC(=C2N=CN(C2=N1)[C@H]1[C@@H]([C@@H]([C@H](C1)N1N=C(N=N1)CC)O)O)NCC(C1=CC=C(C=C1)O)C1=CC=C(C=C1)O ((1R,2S,3R,5S)-3-{2-((R)-3-Amino-pyrrolidin-1-yl)-6-[2,2-bis-(4-hydroxy-phenyl)-ethylamino]-purin-9-yl}-5-(5-ethyl-tetrazol-2-yl)-cyclopentane-1,2-diol), C1(=CC=CC=C1)C(CNC1=C2N=CN(C2=NC(=N1)N1C[C@@H](CC1)NC(=O)NC=1C=NC=CC1)[C@H]1[C@@H]([C@@H]([C@H](C1)N1N=C(N=N1)CC)O)O)C1=CC=CC=C1 (1-((R)-1-{6-(2,2-Diphenyl-ethylamino)-9-[(1R,2S,3R,4S)-4-(5-ethyl-tetrazol-2-yl)-2,3-dihydroxy-cyclopentyl]-9H-purin-2-yl}-pyrrolidin-3-yl)-3-pyridin-3-yl-urea). Yields the product OC1=CC=C(C=C1)C(CNC1=C2N=CN(C2=NC(=N1)N1C[C@@H](CC1)NC(=O)NC=1C=NC=CC1)[C@H]1[C@@H]([C@@H]([C@H](C1)N1N=C(N=N1)CC)O)O)C1=CC=C(C=C1)O (1-((R)-1-{6-[2,2-Bis-(4-hydroxy-phenyl)-ethylamino]-9-[(1R,2S,3R,4S)-4-(5-ethyl-tetrazol-2-yl)-2,3-dihydroxy-cyclopentyl]-9H-purin-2-yl}-pyrrolidin-3-yl)-3-pyridin-3-yl-urea). RXN SMILES: [NH2:1][C@@H:2]1[CH2:6][CH2:5][N:4]([C:7]2[N:15]=[C:14]3[C:10]([N:11]=[CH:12][N:13]3[C@@H:16]3[CH2:20][C@H:19]([N:21]4[N:25]=[N:24][C:23]([CH2:26][CH3:27])=[N:22]4)[C@@H:18]([OH:28])[C@H:17]3[OH:29])=[C:9]([NH:30][CH2:31][CH:32]([C:40]3[CH:45]=[CH:44][C:43]([OH:46])=[CH:42][CH:41]=3)[C:33]3[CH:38]=[CH:37][C:36]([OH:39])=[CH:35][CH:34]=3)[N:8]=2)[CH2:3]1.C1(C(C2C=CC=CC=2)CNC2N=C(N3CC[C@@H](N[C:71]([NH:73][C:74]4[CH:75]=[N:76][CH:77]=[CH:78][CH:79]=4)=[O:72])C3)N=C3C=2N=CN3[C@@H]2C[C@H](N3N=NC(CC)=N3)[C@@H](O)[C@H]2O)C=CC=CC=1>>[OH:46][C:43]1[CH:44]=[CH:45][C:40]([CH:32]([C:33]2[CH:38]=[CH:37][C:36]([OH:39])=[CH:35][CH:34]=2)[CH2:31][NH:30][C:9]2[N:8]=[C:7]([N:4]3[CH2:5][CH2:6][C@@H:2]([NH:1][C:71]([NH:73][C:74]4[CH:75]=[N:76][CH:77]=[CH:78][CH:79]=4)=[O:72])[CH2:3]3)[N:15]=[C:14]3[C:10]=2[N:11]=[CH:12][N:13]3[C@@H:16]2[CH2:20][C@H:19]([N:21]3[N:25]=[N:24][C:23]([CH2:26][CH3:27])=[N:22]3)[C@@H:18]([OH:28])[C@H:17]2[OH:29])=[CH:41][CH:42]=1. Reported procedure: This compound is prepared from (1R,2S,3R,5S)-3-{2-((R)-3-amino-pyrrolidin-1-yl)-6-[2,2-bis-(4-hydroxy-phenyl)-ethylamino]-purin-9-yl}-5-(5-ethyl-tetrazol-2-yl)-cyclopentane-1,2-diol (Example 106) using a procedure analogous to that of 1-((R)-1-{6-(2,2-diphenyl-ethylamino)-9-[(1R,2S,3R,4S)-4-(5-ethyl-tetrazol-2-yl)-2,3-dihydroxy-cyclopentyl]-9H-purin-2-yl}-pyrrolidin-3-yl)-3-pyridin-3-yl-urea (Example 105). MS (ES+) m/e 748.41 (MH+).